Dataset: the Open Reaction Database (ORD), a public repository of structured organic reaction records. Task: describe an organic reaction: reactants, conditions, products, and yield Starting materials: CC1=C(OC[C@H]2N(CCC2)C(=O)OC(C)(C)C)C=CC=C1[N+](=O)[O-] (t-butyl (2S)-2-[(2-methyl-3-nitrophenoxy)methyl]pyrrolidine-1-carboxylate). Reagents/catalysts: [Pd] (Pd/C). Procedure: A solution of t-butyl (2S)-2-[(2-methyl-3-nitrophenoxy)methyl]pyrrolidine-1-carboxylate (7.63 g, 21.9 mmol) and 10% Pd/C (0.38 g) in ethanol is hydrogenated (50 psi) at room temperature for 4 h and filtered. The filtrate is concentrated in vacuo to afford the title compound as an off-white solid, 6.66 g, mp 110° C., identified by NMR and mass spectral analyses. Solvent: C(C)O (ethanol). As a reaction SMILES: [CH3:1][C:2]1[C:21]([N+:22]([O-])=O)=[CH:20][CH:19]=[CH:18][C:3]=1[O:4][CH2:5][C@@H:6]1[CH2:10][CH2:9][CH2:8][N:7]1[C:11]([O:13][C:14]([CH3:17])([CH3:16])[CH3:15])=[O:12]>C(O)C.[Pd]>[NH2:22][C:21]1[C:2]([CH3:1])=[C:3]([CH:18]=[CH:19][CH:20]=1)[O:4][CH2:5][C@@H:6]1[CH2:10][CH2:9][CH2:8][N:7]1[C:11]([O:13][C:14]([CH3:17])([CH3:16])[CH3:15])=[O:12]. Product: NC=1C(=C(OC[C@H]2N(CCC2)C(=O)OC(C)(C)C)C=CC1)C (t-Butyl (2S)-2-[(3-amino-2-methylphenoxy)methyl]pyrrolidine-1-carboxylate). The reactants are C(#N)C1=CC=C(C=C1)C(CCC1CCN(CC1)C(=O)OC(C)(C)C)=O (4-(3-(4-cyanophenyl)-3-oxo-propyl)-1-tert-butoxycarbonyl-piperidine), C(=O)(C(F)(F)F)O.C(Cl)Cl (TFA CH2Cl2). Product: FC(C(=O)O)(F)F.C(#N)C1=CC=C(C=C1)C(CCC1CCNCC1)=O (4-(3-(4-Cyanophenyl)-3-oxo-propyl)piperidine trifluoroacetate). Reaction SMILES: [C:1]([C:3]1[CH:8]=[CH:7][C:6]([C:9](=[O:25])[CH2:10][CH2:11][CH:12]2[CH2:17][CH2:16][N:15](C(OC(C)(C)C)=O)[CH2:14][CH2:13]2)=[CH:5][CH:4]=1)#[N:2].[C:26]([OH:32])([C:28]([F:31])([F:30])[F:29])=[O:27].C(Cl)Cl>>[F:29][C:28]([F:31])([F:30])[C:26]([OH:32])=[O:27].[C:1]([C:3]1[CH:4]=[CH:5][C:6]([C:9](=[O:25])[CH2:10][CH2:11][CH:12]2[CH2:17][CH2:16][NH:15][CH2:14][CH2:13]2)=[CH:7][CH:8]=1)#[N:2] |f:1.2,3.4|. Procedure: A solution of 4-(3-(4-cyanophenyl)-3-oxo-propyl)-1-tert-butoxycarbonyl-piperidine (75 mg) in 30% TFA/CH2Cl2 was stirred for 30 min then concentrated and dried under vacuum to provide the title compound. Reactants: Cl.NC=1C(=CC=C2C=CN=CC12)O (8-amino-7-hydroxyisoquinoline HCl salt), C(C)(C)(C)ON=O (tert-butylnitrite), C(C)O (ethanol). Run in ethanolic-HCl, O (water). Conditions: temperature 0 celsius, time 2 hour. Yields the product [Cl-].OC1=CC=C2C=CN=CC2=C1[N+]#N (7-hydroxy-8-isoquinolinediazonium chloride). Yield: 50.0%. As a reaction SMILES: [ClH:1].[NH2:2][C:3]1[C:4]([OH:13])=[CH:5][CH:6]=[C:7]2[C:12]=1[CH:11]=[N:10][CH:9]=[CH:8]2.C(O[N:19]=O)(C)(C)C.C(O)C>O>[Cl-:1].[OH:13][C:4]1[C:3]([N+:2]#[N:19])=[C:12]2[C:7]([CH:8]=[CH:9][N:10]=[CH:11]2)=[CH:6][CH:5]=1 |f:0.1,5.6|. Procedure: To 8-amino-7-hydroxyisoquinoline HCl salt (4.94 g, 0.025 mol) in ethanolic-HCl at 0° C. is added dropwise a solution of tert-butylnitrite (17.46 ml), ethanol (790 ml) and water (58 ml). Following completion of the addition, the solution is stirred an additional 2 hours at 0° C. The product is precipitated from the reaction mixture by the addition of diethyl ether (2 l). The product is collected by filtration and rinsed with diethyl ether to provide the desired product (2.6 g) in 50% yield. Solvent: C(Cl)Cl (methylene chloride), C(Cl)Cl (methylene chloride). Reaction conditions: temperature -15 celsius, time 1 hour. Product: C(C)(C)(C)OC(=O)N[C@@H](CC1=CNC2=CC=CC=C12)C(=O)F (t-butoxycarbonyltryptophan fluoride). Procedure details: To a cooled (-15° C.) solution of t-butoxycarbonyltryptophan (1.2 g, 4 mmol) and pyridine (0.35 ml, 4 mmol) in methylene chloride (10 ml) is dropped cyanuric fluoride (0.72 ml, 36 mmol) and the mixture is stirred at -15° C. for 1 hour. The reaction mixture is diluted with methylene chloride and ice, and filtered on Celite. The filtrate is diluted with ice water and extracted with methylene chloride. The organic layer is dried over magnesium sulfate and concentrated in vacuo to give t-butoxycarbo... Reaction SMILES: [C:1]([O:5][C:6]([NH:8][C@H:9]([C:20]([OH:22])=O)[CH2:10][C:11]1[C:19]2[C:14](=[CH:15][CH:16]=[CH:17][CH:18]=2)[NH:13][CH:12]=1)=[O:7])([CH3:4])([CH3:3])[CH3:2].N1C=CC=CC=1.N1C(F)=NC(F)=NC=1[F:31]>C(Cl)Cl>[C:1]([O:5][C:6]([NH:8][C@H:9]([C:20]([F:31])=[O:22])[CH2:10][C:11]1[C:19]2[C:14](=[CH:15][CH:16]=[CH:17][CH:18]=2)[NH:13][CH:12]=1)=[O:7])([CH3:4])([CH3:3])[CH3:2]. The reactants are C(C)(C)(C)OC(=O)N[C@@H](CC1=CNC2=CC=CC=C12)C(=O)O (t-butoxycarbonyltryptophan), N1=CC=CC=C1 (pyridine), N1=C(F)N=C(F)N=C1F (cyanuric fluoride). Starting materials: CN(C1=CC=C(CNC(NCCCC(=O)NO)=O)C=C1)C (4-[3-(4-Dimethylamino-benzyl)-ureido]-N-hydroxy-butyramide), Cl.Cl.CN(C1=CC=C(C=C1)N)C (N,N-dimethyl-benzene-1,4-diamine dihydrochloride), C1(=CC=C(C=C1)S(=O)(=O)O)C.C(C1=CC=CC=C1)OC(CCCCCCN)=O (7-amino-heptanoic acid benzyl ester toluene-4-sulfonic acid), Cl.Cl.CN(C1=CC=C(CN)C=C1)C (4-dimethylaminobenzylamine dihydrochloride). The product is ONC(CCCCCCNC(=O)NC1=CC=C(C=C1)N(C)C)=O (7-[3-(4-dimethylamino-phenyl)-ureido]-heptanoic acid hydroxyamide). RXN SMILES: CN(C)C1C=CC(CNC(=O)NCCCC([NH:16][OH:17])=O)=CC=1.C1(C)C=CC(S(O)(=O)=[O:29])=CC=1.C(O[C:41](=[O:49])[CH2:42][CH2:43][CH2:44][CH2:45][CH2:46][CH2:47][NH2:48])C1C=CC=CC=1.Cl.Cl.[CH3:52][N:53]([CH3:62])[C:54]1[CH:61]=[CH:60][C:57](CN)=[CH:56][CH:55]=1.Cl.Cl.C[N:66]([CH3:74])C1C=CC(N)=CC=1>>[OH:17][NH:16][C:41](=[O:49])[CH2:42][CH2:43][CH2:44][CH2:45][CH2:46][CH2:47][NH:48][C:74]([NH:66][C:57]1[CH:56]=[CH:55][C:54]([N:53]([CH3:52])[CH3:62])=[CH:61][CH:60]=1)=[O:29] |f:1.2,3.4.5,6.7.8|. Reported procedure: Compound 7 was prepared using the methodology described for the preparation of compound 2, by substituting 4-amino-butyric acid benzyl ester toluene-4-sulfonic acid with 7-amino-heptanoic acid benzyl ester toluene-4-sulfonic acid and 4-dimethylaminobenzylamine dihydrochloride with N,N-dimethyl-benzene-1,4-diamine dihydrochloride. 1H NMR (300 MHz, DMSO-d6) δ (ppm) 10.34 (br, s, 1H), 8.64 (br s, 1H), 7.98 (br s, 1H), 7.17 (d, J=9.0 Hz, 2H), 6.65 (d, J=9.0 Hz, 2H), 5.91 (t, J=5.7 Hz, 1H), 3.03 (dt,... RXN SMILES: [C:1]([CH2:2][CH2:3][CH3:4])(=[O:5])[Cl:6].[Cl:7][c:8]1[cH:9][cH:10][c:11]2[c:12]([NH2:17])[n:13][nH:14][c:15]2[cH:16]1.[cH:18]1[cH:19][cH:20][n:21][cH:22][cH:23]1>>[C:1]([CH2:2][CH2:3][CH3:4])(=[O:5])[NH:17][c:12]1[c:11]2[cH:10][cH:9][c:8]([Cl:7])[cH:16][c:15]2[nH:14][n:13]1. The product is CCCC(=O)Nc1n[nH]c2cc(Cl)ccc12. The reactants are CCCC(=O)Cl, Nc1n[nH]c2cc(Cl)ccc12, c1ccncc1. Reactants: [Br-], C1CCOC1, COC(=O)C[P+](c1ccccc1)(c1ccccc1)c1ccccc1, [H-], O=Cc1ccc(N2CCNCC2)c([N+](=O)[O-])c1, [Na+]. Yields the product COC(=O)C=Cc1ccc(N2CCNCC2)c([N+](=O)[O-])c1. Reaction SMILES: [Br-:1].[CH2:45]1[O:46][CH2:47][CH2:48][CH2:49]1.[CH3:2][O:3][C:4](=[O:5])[CH2:6][P+:7]([c:8]1[cH:9][cH:10][cH:11][cH:12][cH:13]1)([c:14]1[cH:15][cH:16][cH:17][cH:18][cH:19]1)[c:20]1[cH:21][cH:22][cH:23][cH:24][cH:25]1.[H-:26].[N+:28](=[O:29])([O-:30])[c:31]1[cH:32][c:33]([CH:34]=[O:35])[cH:36][cH:37][c:38]1[N:39]1[CH2:40][CH2:41][NH:42][CH2:43][CH2:44]1.[Na+:27]>>[CH3:2][O:3][C:4](=[O:5])[CH:6]=[CH:34][c:33]1[cH:32][c:31]([N+:28](=[O:29])[O-:30])[c:38]([N:39]2[CH2:40][CH2:41][NH:42][CH2:43][CH2:44]2)[cH:37][cH:36]1. The reactants are COC=1C(=CC2=C(C=C(CCC2)C(=O)O)C1)OC (2,3-dimethoxy-6,7-dihydro-5H-benzocycloheptene-8-carboxylic acid), Cl (hydrochloride), Cl.Cl.COC=1C=C(CN2CCNCC2)C=C(C1OC)OC (1-(3,4,5-trimethoxybenzyl)piperazine dihydrochloride), P(OCC)(OCC)(=O)C#N (diethyl phosphorocyanidate). Run in C(C)(=O)OCC (ethyl acetate), CN(C=O)C (N,N-dimethylformamide), C(C)N(CC)CC (triethylamine). Product: Cl.COC=1C(=CC2=C(C=C(CCC2)C(=O)N2CCN(CC2)CC2=CC(=C(C(=C2)OC)OC)OC)C1)OC (1-(2,3-dimethoxy-6,7-dihydro-5H-benzocyclohepten-8-ylcarbonyl)-4-(3,4,5-trimethoxybenzyl)piperazine hydrochloride). The yield is 27.9%. RXN SMILES: [CH3:1][O:2][C:3]1[C:4]([O:17][CH3:18])=[CH:5][C:6]2[CH2:12][CH2:11][CH2:10][C:9]([C:13]([OH:15])=O)=[CH:8][C:7]=2[CH:16]=1.[ClH:19].Cl.[CH3:21][O:22][C:23]1[CH:24]=[C:25]([CH:33]=[C:34]([O:38][CH3:39])[C:35]=1[O:36][CH3:37])[CH2:26][N:27]1[CH2:32][CH2:31][NH:30][CH2:29][CH2:28]1.P(C#N)(=O)(OCC)OCC.Cl>C(OCC)(=O)C.C(N(CC)CC)C.CN(C)C=O>[ClH:19].[CH3:1][O:2][C:3]1[C:4]([O:17][CH3:18])=[CH:5][C:6]2[CH2:12][CH2:11][CH2:10][C:9]([C:13]([N:30]3[CH2:29][CH2:28][N:27]([CH2:26][C:25]4[CH:33]=[C:34]([O:38][CH3:39])[C:35]([O:36][CH3:37])=[C:23]([O:22][CH3:21])[CH:24]=4)[CH2:32][CH2:31]3)=[O:15])=[CH:8][C:7]=2[CH:16]=1 |f:1.2.3,9.10|. Procedure details: Using 2,3-dimethoxy-6,7-dihydro-5H-benzocycloheptene-8-carboxylic acid (2 g), 1-(3,4,5-trimethoxybenzyl)piperazine dihydrochloride (3.5 g), N,N-dimethylformamide (30 ml), triethylamine (3.3 g) and diethyl phosphorocyanidate (2.5 ml), a reaction as that described in Example 6 is carried out. The product is purified by silica gel column chromatography (hexane:acetone=1:1) to give an oily product which is converted to the hydrochloride in ethyl acetate to yield 1-(2,3-dimethoxy-6,7-dihydro-5H-benzo... Reactants: S(C1=CC=CC(=C1)C(C)C)C. The reagents and catalysts are O1B(OC(C)(C)C1(C)C)B2OC(C)(C)C(O2)(C)C, FC(F)(F)C1OB(OC1)C=2C=CC=CC2C=3C=NC(=CC3)C4=NC=CC=C4, C[OH2+].C[OH2+].C1CC=CCCC=C1.C1CC=CCCC=C1.[Ir].[Ir]. Solvent: C=1C=C(C=CC1C)C. Run at temperature 55 celsius, time 24 hour. The product is O1B(OC(C)(C)C1(C)C)C2=CC=C(C=C2SC)C(C)C. Isolated yield 62.0%. Reported procedure: Ligand 3f: A mixture of ortho- and meta-borylated products (91 mg, 62% yield, ortho/meta + para = >30); ortho-borylated product 4l was obtained by further purification by GPC (80 mg, 54% yield), colorless oil;